Dataset: the Open Reaction Database (ORD), a public repository of structured organic reaction records. Task: describe an organic reaction: reactants, conditions, products, and yield The reactants are FC(S(=O)C1=CC2=C(CCN3C(C2=O)=CC=C3)C=C1)(F)F (9-trifluoromethylsulfinyl-6,11-dihydro-5H-pyrrolo[2,1-b][3]benzazepin-11-one), OO (hydrogen peroxide). Solvent: C(C)(=O)O (acetic acid). Yields the product FC(S(=O)(=O)C1=CC2=C(CCN3C(C2=O)=CC=C3)C=C1)(F)F (9-trifluoromethylsulfonyl-6,11-dihydro-5H-pyrrolo[2,1-b][3]benzazepin-11-one). As a reaction SMILES: [F:1][C:2]([F:21])([F:20])[S:3]([C:5]1[CH:19]=[CH:18][C:8]2[CH2:9][CH2:10][N:11]3[CH:17]=[CH:16][CH:15]=[C:12]3[C:13](=[O:14])[C:7]=2[CH:6]=1)=[O:4].[OH:22]O>C(O)(=O)C>[F:21][C:2]([F:1])([F:20])[S:3]([C:5]1[CH:19]=[CH:18][C:8]2[CH2:9][CH2:10][N:11]3[CH:17]=[CH:16][CH:15]=[C:12]3[C:13](=[O:14])[C:7]=2[CH:6]=1)(=[O:22])=[O:4]. Procedure details: A solution of 2 gm. of 9-trifluoromethylsulfinyl-6,11-dihydro-5H-pyrrolo[2,1-b][3]benzazepin-11-one in 20 ml. of acetic acid containing 5 ml. of 90% hydrogen peroxide is stirred at 25° C. for 4 days. The solvent is evaporated and the residue dissolved in 100 ml. of methylene chloride. After washing the organic solution with 2 × 25 ml. of 1N Na2CO3, it is dried and evaporated, and the residue chromatographed on silica gel to yield 9-trifluoromethylsulfonyl-6,11-dihydro-5H-pyrrolo[2,1-b][3]benzaze... The reactants are CCCCCNC(=O)N(C)c1cccc(-c2ccc(C=CC(=O)OC)cc2OCCCC)n1, CO. Product: CCCCCNC(=O)N(C)c1cccc(-c2ccc(CCC(=O)OC)cc2OCCCC)n1. As a reaction SMILES: [CH3:1][O:2][C:3]([CH:4]=[CH:5][c:6]1[cH:7][c:8]([O:28][CH2:29][CH2:30][CH2:31][CH3:32])[c:9](-[c:12]2[n:13][c:14]([N:18]([C:19](=[O:20])[NH:21][CH2:22][CH2:23][CH2:24][CH2:25][CH3:26])[CH3:27])[cH:15][cH:16][cH:17]2)[cH:10][cH:11]1)=[O:33].[CH3:34][OH:35]>>[CH3:1][O:2][C:3]([CH2:4][CH2:5][c:6]1[cH:7][c:8]([O:28][CH2:29][CH2:30][CH2:31][CH3:32])[c:9](-[c:12]2[n:13][c:14]([N:18]([C:19](=[O:20])[NH:21][CH2:22][CH2:23][CH2:24][CH2:25][CH3:26])[CH3:27])[cH:15][cH:16][cH:17]2)[cH:10][cH:11]1)=[O:33]. Starting materials: C1CCOC1, O=C=NS(=O)(=O)Cl, CN(C)C=O, CC(C)(C)OC(=O)N1CCC2(CC1)Oc1ccccc1-n1cccc12. Product: CC(C)(C)OC(=O)N1CCC2(CC1)Oc1ccccc1-n1c(C#N)ccc12. Reaction SMILES: [CH2:38]1[O:39][CH2:40][CH2:41][CH2:42]1.[Cl:26][S:27](=[O:29])([N:30]=[C:31]=[O:28])=[O:32].[O:33]=[CH:34][N:35]([CH3:36])[CH3:37].[cH:1]1[cH:2][cH:3][c:4]2[n:5]1-[c:6]1[c:7]([cH:22][cH:23][cH:24][cH:25]1)[O:8][C:9]21[CH2:10][CH2:11][N:12]([C:15](=[O:16])[O:17][C:18]([CH3:19])([CH3:20])[CH3:21])[CH2:13][CH2:14]1>>[c:1]1([C:31]#[N:30])[cH:2][cH:3][c:4]2[n:5]1-[c:6]1[c:7]([cH:22][cH:23][cH:24][cH:25]1)[O:8][C:9]21[CH2:10][CH2:11][N:12]([C:15](=[O:16])[O:17][C:18]([CH3:19])([CH3:20])[CH3:21])[CH2:13][CH2:14]1.